describe an organic reaction: reactants, conditions, products, and yield From a dataset of the Open Reaction Database (ORD), a public repository of structured organic reaction records. Starting materials: C(C1=CC=CC=C1)Cl (benzyl chloride), [H-].[Na+] (sodium hydride), CN(C=O)C (dimethylformamide), ice water. Conditions: temperature 60 celsius, time 30 minute. Product: C(C1=CC=CC=C1)OCC1=CC=CC=C1 (benzyl ether). Reaction SMILES: [H-].[Na+].[CH2:3](Cl)[C:4]1[CH:9]=[CH:8][CH:7]=[CH:6][CH:5]=1.CN(C)[CH:13]=[O:14]>>[CH2:3]([O:14][CH2:13][C:4]1[CH:9]=[CH:8][CH:7]=[CH:6][CH:5]=1)[C:4]1[CH:9]=[CH:8][CH:7]=[CH:6][CH:5]=1 |f:0.1|. Procedure details: This residue (non-purified) was added to a solution of 3.8 g of sodium hydride in 150 ml of dimethylformamide. The mixture was stirred at 60° C. for 30 min and the reaction mixture was cooled to room temperature. 13.7 g of benzyl chloride was added dropwise thereto and the reaction was conducted at 60° C. again for 1 h. The reaction mixture was poured into ice/water. After extraction with ethyl acetate, the extract was dried over magnesium sulfate and concentrated under reduced pressure to obtai... Reactants: BrC1=C2C[C@@H](NCC2=C(C=C1)O)C(=O)O (5-bromo-8-hydroxy-1,2,3,4-tetrahydroisoquinoline-3(R)-carboxylic acid), S(O)(O)(=O)=O (sulfuric acid), CO (methanol). Conditions: temperature 85 celsius. Yields the product BrC1=C2C[C@@H](NCC2=C(C=C1)O)C(=O)OC (Methyl 5-bromo-8-hydroxy-1,2,3,4-tetrahydroisoquinoline-3(R)-carboxylate). Yield: 98.0%. Reaction SMILES: [Br:1][C:2]1[CH:11]=[CH:10][C:9]([OH:12])=[C:8]2[C:3]=1[CH2:4][C@H:5]([C:13]([OH:15])=[O:14])[NH:6][CH2:7]2.S(=O)(=O)(O)O.[CH3:21]O>>[Br:1][C:2]1[CH:11]=[CH:10][C:9]([OH:12])=[C:8]2[C:3]=1[CH2:4][C@H:5]([C:13]([O:15][CH3:21])=[O:14])[NH:6][CH2:7]2. Reported procedure: Slurry the 5-bromo-8-hydroxy-1,2,3,4-tetrahydroisoquinoline-3(R)-carboxylic acid (1.538 g, 0.005652 mol) in methanol (60 mL). Add sulfuric acid (305 uL, 0.00572 mol). Heat at 85° C. for 2.5 days. Cool the solution to room temperature and concentrate under reduced pressure to a volume of ˜5 mL. Add ethyl acetate (100 mL) and neutralize with 10% aqueous potassium carbonate. Separate the layers and extract the aqueous layer with ethyl acetate (1×100 mL). Combine the organic layers and dry over magn... Reactants: FC1=CC=C(C=C1)N1N=CC(=C(C1=O)OC)Br (2-(4-fluorophenyl)-4-methoxy-5-bromo-3(2H)-pyridazinone), CSC1=CC=C(C=C1)B(O)O (4-(methylthio)benzeneboronic acid). The product is FC1=CC=C(C=C1)N1N=CC(=C(C1=O)OC)C1=CC=C(C=C1)SC (2-(4-Fluorophenyl)-4-methoxy-5-[4-(methylthio)phenyl]-3(2H)-pyridazinone). RXN SMILES: [F:1][C:2]1[CH:7]=[CH:6][C:5]([N:8]2[C:13](=[O:14])[C:12]([O:15][CH3:16])=[C:11](Br)[CH:10]=[N:9]2)=[CH:4][CH:3]=1.[CH3:18][S:19][C:20]1[CH:25]=[CH:24][C:23](B(O)O)=[CH:22][CH:21]=1>>[F:1][C:2]1[CH:7]=[CH:6][C:5]([N:8]2[C:13](=[O:14])[C:12]([O:15][CH3:16])=[C:11]([C:23]3[CH:24]=[CH:25][C:20]([S:19][CH3:18])=[CH:21][CH:22]=3)[CH:10]=[N:9]2)=[CH:4][CH:3]=1. Procedure: The title compound was prepared according to the method of Example 6 starting with 2-(4-fluorophenyl)-4-methoxy-5-bromo-3(2H)-pyridazinone in place of 2-benzyl-4-bromo-5-methoxy-3(2H)-pyridazinone and substituting 4-(methylthio)benzeneboronic acid in place of 4-fluorobenzeneboronic acid (yield: 70 mg, 61%). 1H NMR (500 MHz, DMSO-d6) δ 2.54 (s, 3H), 4.02 (s, 3H), 7.35 (dd, J=9.0, 9.0 Hz, 2H), 7.39 (d, J=8.5 Hz, 2H), 7.61 (d, J=8.5 Hz, 2H), 7.65 (dd, J=9.0, 5.0 Hz, 2H), 8.14 (s, 1H). MS (APCI+) m/... Reactants: BrC1=NC=CC=C1 (2-bromopyridine), C(#N)C1=CC=C(C=C1)B(O)O (4-cyanophenylboronic acid). Product: N1=C(C=CC=C1)C1=CC=C(C#N)C=C1 (4-(Pyridine-2-yl)benzonitrile). As a reaction SMILES: Br[C:2]1[CH:7]=[CH:6][CH:5]=[CH:4][N:3]=1.[C:8]([C:10]1[CH:15]=[CH:14][C:13](B(O)O)=[CH:12][CH:11]=1)#[N:9]>>[N:3]1[CH:4]=[CH:5][CH:6]=[CH:7][C:2]=1[C:13]1[CH:14]=[CH:15][C:10]([C:8]#[N:9])=[CH:11][CH:12]=1. Reported procedure: The title compound was prepared in a similar manner to that described in Reference Example 11 using 2-bromopyridine instead of 1-bromo-3-pentyloxybenzene and 4-cyanophenylboronic acid instead of tert-butyl N-[ 4-(4,4,5,5-tetramethyl-1,3,2-dioxaborolane-2-yl)-benzyl]carbamate. The reactants are C(C)N(CCC[Mg]Cl)CC (3-diethylaminopropylmagnesium chloride), C(C)N(CCCCl)CC (3-diethylaminopropylchloride), C(#N)C1=CC=2N(C3=CC=C(C=C3C2C=C1)C#N)C (2,6-dicyano-N-methylcarbazole), [Cl-].[NH4+] (ammonium chloride), C1=C(C=CC=2C3=CC(=CC=C3NC12)C(=O)N)C(=O)N (2,6-carbazoledicarboxamide), N-methyl, CN(C)C(=O)N=NC(=O)N(C)C (diamide), O=P12OP3(=O)OP(=O)(O1)OP(=O)(O2)O3 (phosphorous pentoxide), [OH-].[Na+] (sodium hydroxide), COS(=O)(=O)OC (dimethylsulfate). The solvent is O1CCCC1 (tetrahydrofuran), O1CCCC1 (tetrahydrofuran). The product is C(C)N(CCCC(=O)C1=CC=2N(C3=CC=C(C=C3C2C=C1)C(CCCN(CC)CC)=O)C)CC (2,6-BIS(4-DIETHYLAMINOBUTYRYL)-N-METHYLCARBAZOLE). As a reaction SMILES: [CH2:1]([N:3]([CH2:9][CH3:10])[CH2:4][CH2:5][CH2:6][Mg]Cl)[CH3:2].[CH2:11]([N:13]([CH2:18][CH3:19])[CH2:14][CH2:15][CH2:16]Cl)[CH3:12].[C:20](C1C=CC2C3C(=CC=C(C#N)C=3)N(C)C=2C=1)#N.[CH:38]1[C:50]2[NH:49][C:48]3[C:43](=[CH:44][C:45]([C:51](N)=[O:52])=[CH:46][CH:47]=3)[C:42]=2[CH:41]=[CH:40][C:39]=1[C:54](N)=[O:55].COS(OC)(=O)=O.[OH-].[Na+].CN(C(N=NC(N(C)C)=O)=O)C.O=P12OP3(OP(OP(O3)(O1)=O)(=O)O2)=O.[Cl-].[NH4+]>O1CCCC1>[CH2:1]([N:3]([CH2:9][CH3:10])[CH2:4][CH2:5][CH2:6][C:54]([C:39]1[CH:40]=[CH:41][C:42]2[C:43]3[C:48](=[CH:47][CH:46]=[C:45]([C:51](=[O:52])[CH2:16][CH2:15][CH2:14][N:13]([CH2:18][CH3:19])[CH2:11][CH3:12])[CH:44]=3)[N:49]([CH3:20])[C:50]=2[CH:38]=1)=[O:55])[CH3:2] |f:5.6,9.10|. Procedure: To a solution of 2.5 equivalents of 3-diethylaminopropylmagnesium chloride and 3-diethylaminopropylchloride in tetrahydrofuran, is added dropwise a solution of 1-equivalent of 2,6-dicyano-N-methylcarbazole, which is prepared by converting 2,6-carbazoledicarboxamide to the corresponding N-methyl derivative by treatment with dimethylsulfate in the presence of sodium hydroxide and subsequently dehydrating the diamide by heating with phosphorous pentoxide, in tetrahydrofuran. When the addition is co... Starting materials: [N+](=O)([O-])C1=C(C=[N+](C=C1)[O-])NC1CCN(CC1)C(=O)OC(C)(C)C (tert-butyl 4-[(4-nitro-1-oxidopyridin-3-yl)amino]piperidine-1-carboxylate), CO (methanol). Reagents/catalysts: [Pd] (palladium on carbon). Product: N1CCC(CC1)N1C=NC2=C1C=NC=C2 (3-piperidin-4-yl-3H-imidazo[4,5-c]pyridine). Reaction SMILES: [N+:1]([C:4]1[CH:9]=[CH:8][N+:7]([O-])=[CH:6][C:5]=1[NH:11][CH:12]1[CH2:17][CH2:16][N:15](C(OC(C)(C)C)=O)[CH2:14][CH2:13]1)([O-])=O.[CH3:25]O>[Pd]>[NH:15]1[CH2:14][CH2:13][CH:12]([N:11]2[C:5]3[CH:6]=[N:7][CH:8]=[CH:9][C:4]=3[N:1]=[CH:25]2)[CH2:17][CH2:16]1. Reported procedure: To a solution of tert-butyl 4-[(4-nitro-1-oxidopyridin-3-yl)amino]piperidine-1-carboxylate (4 g) in methanol (100 ml) was added 10% palladium on carbon (50 mg) and the mixture was placed under a hydrogen atmosphere (60 psi) for 48 hours. The mixture was filtered through Celite and evaporated to dryness to give the title compound as a solid, which was used without further purification. Yield 3.21 g. MS 293 (M+H).